Task: describe an organic reaction: reactants, conditions, products, and yield. Dataset: the Open Reaction Database (ORD), a public repository of structured organic reaction records The product is CCOC(=O)CCc1ccc(OCc2cccc(OCC(=O)OC(C)(C)C)c2)c(F)c1. As a reaction SMILES: [Br:24][CH2:25][C:26](=[O:27])[O:28][C:29]([CH3:30])([CH3:31])[CH3:32].[C:33](=[O:34])([O-:35])[O-:36].[CH3:39][N:40]([CH3:41])[CH:42]=[O:43].[CH3:44][CH2:45][O:46][C:47](=[O:48])[CH3:49].[F:1][c:2]1[cH:3][c:4]([CH2:17][CH2:18][C:19](=[O:20])[O:21][CH2:22][CH3:23])[cH:5][cH:6][c:7]1[O:8][CH2:9][c:10]1[cH:11][c:12]([OH:16])[cH:13][cH:14][cH:15]1.[K+:37].[K+:38]>>[F:1][c:2]1[cH:3][c:4]([CH2:17][CH2:18][C:19](=[O:20])[O:21][CH2:22][CH3:23])[cH:5][cH:6][c:7]1[O:8][CH2:9][c:10]1[cH:11][c:12]([O:16][CH2:25][C:26](=[O:27])[O:28][C:29]([CH3:30])([CH3:31])[CH3:32])[cH:13][cH:14][cH:15]1. Starting materials: CC(C)(C)OC(=O)CBr, O=C([O-])[O-], CN(C)C=O, CCOC(C)=O, CCOC(=O)CCc1ccc(OCc2cccc(O)c2)c(F)c1, [K+], [K+]. As a reaction SMILES: [CH2:31]1[CH2:32][CH2:33][NH:34][CH2:35][CH2:36]1.[CH3:37][CH2:38][OH:39].[CH:20](=[O:21])[c:22]1[c:23]([CH3:30])[cH:24][c:25]([C:27](=[O:28])[OH:29])[nH:26]1.[Cl:1][c:2]1[cH:3][c:4]([NH:9][c:10]2[c:11]3[c:12]([n:13][cH:14][n:15]2)[NH:16][C:17](=[O:19])[CH2:18]3)[cH:5][cH:6][c:7]1[F:8]>>[Cl:1][c:2]1[cH:3][c:4]([NH:9][c:10]2[c:11]3[c:12]([n:13][cH:14][n:15]2)[NH:16][C:17](=[O:19])[C:18]3=[CH:20][c:22]2[c:23]([CH3:30])[cH:24][c:25]([C:27](=[O:28])[OH:29])[nH:26]2)[cH:5][cH:6][c:7]1[F:8]. The product is Cc1cc(C(=O)O)[nH]c1C=C1C(=O)Nc2ncnc(Nc3ccc(F)c(Cl)c3)c21. The reactants are C1CCNCC1, CCO, Cc1cc(C(=O)O)[nH]c1C=O, O=C1Cc2c(ncnc2Nc2ccc(F)c(Cl)c2)N1. The reactants are C(=O)(O)[O-].[Na+] (NaHCO3), ClC=1C(N(C(=C(N1)Cl)C)C(CC)CC)=O (3,5-dichloro-1-(1-ethylpropyl)-6-methyl-2(1H)-pyrazinone), ClC=1C=C(C=C2CCNC12)OC (7-chloro-5-methoxyindoline), C[Si]([N-][Si](C)(C)C)(C)C.[Na+] (sodium hexamethyldisilazide). Run in C1CCOC1 (THF). Run at time 8 hour. The product is ClC=1N=C(C(N(C1C)C(CC)CC)=O)N1CCC2=CC(=CC(=C12)Cl)OC (5-Chloro-3-(7-chloro-5-methoxy-2,3-dihydro-1H-indol-1-yl)-1-(1-ethylpropyl)-6-methyl-2(1H)-pyrazinone). The yield is 17.0%. As a reaction SMILES: Cl[C:2]1[C:3](=[O:15])[N:4]([CH:10]([CH2:13][CH3:14])[CH2:11][CH3:12])[C:5]([CH3:9])=[C:6]([Cl:8])[N:7]=1.[Cl:16][C:17]1[CH:18]=[C:19]([O:26][CH3:27])[CH:20]=[C:21]2[C:25]=1[NH:24][CH2:23][CH2:22]2.C[Si](C)(C)[N-][Si](C)(C)C.[Na+].C([O-])(O)=O.[Na+]>C1COCC1>[Cl:8][C:6]1[N:7]=[C:2]([N:24]2[C:25]3[C:21](=[CH:20][C:19]([O:26][CH3:27])=[CH:18][C:17]=3[Cl:16])[CH2:22][CH2:23]2)[C:3](=[O:15])[N:4]([CH:10]([CH2:13][CH3:14])[CH2:11][CH3:12])[C:5]=1[CH3:9] |f:2.3,4.5|. Reported procedure: Part C: A solution 3,5-dichloro-1-(1-ethylpropyl)-6-methyl-2(1H)-pyrazinone from Part B (80 mg, 0.321 mmol) and 7-chloro-5-methoxyindoline (61.9 mg, 0.337 mmol) in THF (1.6 mL) was cooled to 0° C. and was treated with sodium hexamethyldisilazide (353 μL, 0.353 mmol, 1 M in THF). The reaction mixture was allowed to warm up to room temperature and was stirred overnight. The mixture was transferred to a separatory funnel containing saturated NaHCO3 and the aqueous layer was extracted with EtOAc (3×... Starting materials: CC=1N=C(OC1C)C1=CC=C(C=C1)O (4-(4,5-Dimethyl-2-oxazolyl)phenol), C1=CC=C(C=C1)C2=CC=CC=C2.C1=CC=C(C=C1)OC2=CC=CC=C2 (Dowtherm). The reagents and catalysts are [Cu] (copper). Yields the product COC1=CC=C(C=C1)C=1OC(=CN1)C (2-(4-Methoxyphenyl)-5-methyloxazole). Yield: 35.5%. RXN SMILES: C[C:2]1[N:3]=[C:4]([C:8]2[CH:13]=[CH:12][C:11]([OH:14])=[CH:10][CH:9]=2)[O:5][C:6]=1[CH3:7].[CH:15]1C=CC(C2C=CC=CC=2)=CC=1.C1C=CC(OC2C=CC=CC=2)=CC=1>[Cu]>[CH3:15][O:14][C:11]1[CH:10]=[CH:9][C:8]([C:4]2[O:5][C:6]([CH3:7])=[CH:2][N:3]=2)=[CH:13][CH:12]=1 |f:1.2|. Procedure: 2-(4-Methoxyphenyl)-5-methyloxazole was prepared in 35.5% yield of decarboxylation of the compound of part (c) with copper powder in Dowtherm at reflux temperature. The isolated product was distilled, b.p. 136°-140° C. (0.1 mm). The reactants are [BH4-], COc1cc(C)c2[nH]cc(C3=CCN(C)CC3)c2c1, CCOC(C)=O, Cl, [Na+], [Na+], C1CCOC1, [OH-], O=C(O)C(F)(F)F. Product: COc1cc(C)c2[nH]cc(C3CCN(C)CC3)c2c1. As a reaction SMILES: [BH4-:20].[CH3:1][O:2][c:3]1[cH:4][c:5]2[c:6]([C:13]3=[CH:18][CH2:17][N:16]([CH3:19])[CH2:15][CH2:14]3)[cH:7][nH:8][c:9]2[c:10]([CH3:12])[cH:11]1.[CH3:37][CH2:38][O:39][C:40](=[O:41])[CH3:42].[ClH:29].[Na+:21].[Na+:31].[O:32]1[CH2:33][CH2:34][CH2:35][CH2:36]1.[OH-:30].[OH:22][C:23]([C:24]([F:25])([F:26])[F:27])=[O:28]>>[CH3:1][O:2][c:3]1[cH:4][c:5]2[c:6]([CH:13]3[CH2:14][CH2:15][N:16]([CH3:19])[CH2:17][CH2:18]3)[cH:7][nH:8][c:9]2[c:10]([CH3:12])[cH:11]1. Starting materials: C(C)(=O)OCC (ethyl acetate), ClC=1C=C(C=C(C1CC1C(N(CC1)C1CC2=CN(N=C2CC1)S(=O)(=O)C(F)(F)F)=O)Cl)OS(=O)(=O)C(F)(F)F (Trifluoro-methanesulfonic acid 3,5-dichloro-4-[2-oxo-1-(2-trifluoromethanesulfonyl-4,5,6,7-tetrahydro-2H-indazol-5-yl)-pyrrolidin-3-ylmethyl]-phenyl ester), C(=O)(O)CC1=CC=C(C=C1)B(O)O (4-Carboxymethylphenyl boronic acid), C([O-])([O-])=O.[Na+].[Na+] (sodium carbonate). The reagents and catalysts are C=1C=CC(=CC1)[P](C=2C=CC=CC2)(C=3C=CC=CC3)[Pd]([P](C=4C=CC=CC4)(C=5C=CC=CC5)C=6C=CC=CC6)([P](C=7C=CC=CC7)(C=8C=CC=CC8)C=9C=CC=CC9)[P](C=1C=CC=CC1)(C=1C=CC=CC1)C=1C=CC=CC1 ((Ph3P)4Pd). The solvent is O (water), COCCOC (DME), C(Cl)Cl.CO (CH2Cl2 Methanol). Yields the product ClC=1C=C(C=C(C1CC1C(N(CC1)C1CC2=CNN=C2CC1)=O)Cl)C1=CC=C(C=C1)CC(=O)O.FC(S(=O)(=O)O)(F)F (Trifluoro-methanesulfonic acid 3-(3,5-Dichloro-4′-carboxymethyl-biphenyl-4-ylmethyl)-1-(4,5,6,7-tetrahydro-2H-indazol-5-yl)-pyrrolidin-2-one). Reaction SMILES: [Cl:1][C:2]1[CH:3]=[C:4]([O:32][S:33]([C:36]([F:39])([F:38])[F:37])(=[O:35])=[O:34])[CH:5]=[C:6]([Cl:31])[C:7]=1[CH2:8][CH:9]1[CH2:13][CH2:12][N:11]([CH:14]2[CH2:22][CH2:21][C:20]3[C:16](=[CH:17][N:18](S(C(F)(F)F)(=O)=O)[N:19]=3)[CH2:15]2)[C:10]1=[O:30].[C:40]([CH2:43][C:44]1[CH:49]=[CH:48][C:47](B(O)O)=[CH:46][CH:45]=1)([OH:42])=[O:41].C(=O)([O-])[O-].[Na+].[Na+].C(OCC)(=O)C>COCCOC.C1C=CC([P]([Pd]([P](C2C=CC=CC=2)(C2C=CC=CC=2)C2C=CC=CC=2)([P](C2C=CC=CC=2)(C2C=CC=CC=2)C2C=CC=CC=2)[P](C2C=CC=CC=2)(C2C=CC=CC=2)C2C=CC=CC=2)(C2C=CC=CC=2)C2C=CC=CC=2)=CC=1.C(Cl)Cl.CO.O>[Cl:31][C:6]1[CH:5]=[C:4]([C:47]2[CH:48]=[CH:49][C:44]([CH2:43][C:40]([OH:42])=[O:41])=[CH:45][CH:46]=2)[CH:3]=[C:2]([Cl:1])[C:7]=1[CH2:8][CH:9]1[CH2:13][CH2:12][N:11]([CH:14]2[CH2:22][CH2:21][C:20]3[C:16](=[CH:17][NH:18][N:19]=3)[CH2:15]2)[C:10]1=[O:30].[F:37][C:36]([F:39])([F:38])[S:33]([OH:35])(=[O:34])=[O:32] |f:2.3.4,8.9,11.12,^1:74,76,95,114|. Procedure details: Combine Trifluoro-methanesulfonic acid 3,5-dichloro-4-[2-oxo-1-(2-trifluoromethanesulfonyl-4,5,6,7-tetrahydro-2H-indazol-5-yl)-pyrrolidin-3-ylmethyl]-phenyl ester (1.0 g, 1.55 mmol), 4-Carboxymethylphenyl boronic acid (0.416 g, 2.3 mmol), sodium carbonate (2.3 ml of 2.0 M, 5.4 mmol) in DME (12 mL) and degas with a stream of nitrogen. Add (Ph3P)4Pd (0.078 g, 0.15 mmol), and stir at 80° C. for 17 hour under nitrogen atmosphere. Cool to ambient temperature and add ethyl acetate (20 mL) and water (1... The reactants are COC(=O)C1CCN(c2ccc(C#N)c3ccccc23)C1C, CC(=O)O, CO. The product is CC1C(C(=O)O)CCN1c1ccc(C#N)c2ccccc12. Reaction SMILES: [C:1](#[N:2])[c:3]1[cH:4][cH:5][c:6]([N:13]2[CH:14]([CH3:22])[CH:15]([C:18](=[O:19])[O:20][CH3:21])[CH2:16][CH2:17]2)[c:7]2[cH:8][cH:9][cH:10][cH:11][c:12]12.[CH3:23][C:24](=[O:25])[OH:26].[CH3:27][OH:28]>>[C:1](#[N:2])[c:3]1[cH:4][cH:5][c:6]([N:13]2[CH:14]([CH3:22])[CH:15]([C:18](=[O:19])[OH:20])[CH2:16][CH2:17]2)[c:7]2[cH:8][cH:9][cH:10][cH:11][c:12]12.